From a dataset of the Open Reaction Database (ORD), a public repository of structured organic reaction records. describe an organic reaction: reactants, conditions, products, and yield Starting materials: COC(=O)c1ccc(C#CC(C)(C)C)cc1OC, CO, [Na+], [OH-]. Product: COc1cc(C#CC(C)(C)C)ccc1C(=O)O. RXN SMILES: [CH3:1][O:2][c:3]1[c:4]([C:5](=[O:6])[O:7][CH3:8])[cH:9][cH:10][c:11]([C:13]#[C:14][C:15]([CH3:16])([CH3:17])[CH3:18])[cH:12]1.[CH3:21][OH:22].[Na+:20].[OH-:19]>>[CH3:1][O:2][c:3]1[c:4]([C:5](=[O:6])[OH:7])[cH:9][cH:10][c:11]([C:13]#[C:14][C:15]([CH3:16])([CH3:17])[CH3:18])[cH:12]1.